Dataset: the Open Reaction Database (ORD), a public repository of structured organic reaction records. Task: describe an organic reaction: reactants, conditions, products, and yield The reactants are C1C(CC2=CC=CC=C12)OC1=CC=C(C=C1)/C=C/C(=O)OC (methyl (E)-3-[4-[(2,3-dihydro-1H-inden-2-yl)oxy]phenyl]-2-propenoate), O1CCCC1 (tetrahydrofuran). Reagents/catalysts: [C].[Pd] (palladium carbon). The solvent is CO (methanol). Conditions: time 8 hour. Yields the product C1C(CC2=CC=CC=C12)OC1=CC=C(C=C1)CCC(=O)OC (methyl 4-[(2,3-dihydro-1H-inden-2-yl)oxy]benzenepropanoate). Yield: 110.3%. RXN SMILES: [CH2:1]1[C:9]2[C:4](=[CH:5][CH:6]=[CH:7][CH:8]=2)[CH2:3][CH:2]1[O:10][C:11]1[CH:16]=[CH:15][C:14](/[CH:17]=[CH:18]/[C:19]([O:21][CH3:22])=[O:20])=[CH:13][CH:12]=1.O1CCCC1>[C].[Pd].CO>[CH2:3]1[C:4]2[C:9](=[CH:8][CH:7]=[CH:6][CH:5]=2)[CH2:1][CH:2]1[O:10][C:11]1[CH:16]=[CH:15][C:14]([CH2:17][CH2:18][C:19]([O:21][CH3:22])=[O:20])=[CH:13][CH:12]=1 |f:2.3|. Procedure: A mixture of methyl (E)-3-[4-[(2,3-dihydro-1H-inden-2-yl)oxy]phenyl]-2-propenoate (0.76 g, 2.6 mmol), tetrahydrofuran (10 mL), methanol (5 mL) and 10% palladium carbon (50% water-containing product, 0.10 g) was stirred overnight at room temperature under a hydrogen atmosphere. The reaction mixture was filtered and concentrated. Water was added, and the mixture was extracted with ethyl acetate. The extract was washed with water, dried over anhydrous magnesium sulfate and concentrated. The residue... Reactants: CCC1CC(C(=O)O)C1, O=S(Cl)Cl. Yields the product CCC1CC(C(=O)O)C1, [Cl-]. As a reaction SMILES: [CH2:1]([CH3:2])[CH:3]1[CH2:4][CH:5]([C:7](=[O:8])[OH:9])[CH2:6]1.[S:10]([Cl:11])([Cl:12])=[O:13]>>[CH2:1]([CH3:2])[CH:3]1[CH2:4][CH:5]([C:7](=[O:8])[OH:9])[CH2:6]1.[Cl-:12]. Reactants: [Mg+]Cc1ccccc1, [Cl-], [Cl-], [NH4+], COc1ccc(CN=C2CCC3(CC2)OCCO3)cc1, C1CCOC1, O. Yields the product COc1ccc(CNC2(Cc3ccccc3)CCC3(CC2)OCCO3)cc1. RXN SMILES: [CH2:27]([c:28]1[cH:29][cH:30][cH:31][cH:32][cH:33]1)[Mg+:34].[Cl-:26].[Cl-:35].[NH4+:36].[O:1]1[CH2:2][CH2:3][O:4][C:5]12[CH2:6][CH2:7][C:8](=[N:11][CH2:12][c:13]1[cH:14][cH:15][c:16]([O:19][CH3:20])[cH:17][cH:18]1)[CH2:9][CH2:10]2.[O:21]1[CH2:22][CH2:23][CH2:24][CH2:25]1.[OH2:37]>>[O:1]1[CH2:2][CH2:3][O:4][C:5]12[CH2:6][CH2:7][C:8]([NH:11][CH2:12][c:13]1[cH:14][cH:15][c:16]([O:19][CH3:20])[cH:17][cH:18]1)([CH2:27][c:28]1[cH:29][cH:30][cH:31][cH:32][cH:33]1)[CH2:9][CH2:10]2. Starting materials: OCC=1C=C2C=C(NC2=C(C1)[N+](=O)[O-])C(=O)O (5-Hydroxymethyl-7-nitro-1H-indole-2-carboxylic acid), N[C@H](COC(C(C)(C)C)=O)CSCC1=CC=C(C=C1)OC (2,2-dimethyl-propionic acid (R)-2-amino-3-(4-methoxy-benzylsulfanyl)-propyl ester). The product is OCC=1C=C2C=C(NC2=C(C1)[N+](=O)[O-])C(=O)N[C@H](COC(C(C)(C)C)=O)CSCC1=CC=C(C=C1)OC (2,2-Dimethyl-propionic acid (R)-2-[(5-hydroxymethyl-7-nitro-1H-indole-2-carbonyl)-amino]-3-(4-methoxy-benzylsulfanyl)-propyl ester). As a reaction SMILES: [OH:1][CH2:2][C:3]1[CH:4]=[C:5]2[C:9](=[C:10]([N+:12]([O-:14])=[O:13])[CH:11]=1)[NH:8][C:7]([C:15]([OH:17])=O)=[CH:6]2.[NH2:18][C@@H:19]([CH2:28][S:29][CH2:30][C:31]1[CH:36]=[CH:35][C:34]([O:37][CH3:38])=[CH:33][CH:32]=1)[CH2:20][O:21][C:22](=[O:27])[C:23]([CH3:26])([CH3:25])[CH3:24]>>[OH:1][CH2:2][C:3]1[CH:4]=[C:5]2[C:9](=[C:10]([N+:12]([O-:14])=[O:13])[CH:11]=1)[NH:8][C:7]([C:15]([NH:18][C@@H:19]([CH2:28][S:29][CH2:30][C:31]1[CH:36]=[CH:35][C:34]([O:37][CH3:38])=[CH:33][CH:32]=1)[CH2:20][O:21][C:22](=[O:27])[C:23]([CH3:26])([CH3:25])[CH3:24])=[O:17])=[CH:6]2. Procedure details: 5-Hydroxymethyl-7-nitro-1H-indole-2-carboxylic acid prepared in Preparation 38 and 2,2-dimethyl-propionic acid (R)-2-amino-3-(4-methoxy-benzylsulfanyl)-propyl ester prepared in Preparation 31 were reacted according to the same procedure as Step B of Preparation 40 to give the title compound. Starting materials: BrCCCCBr, CN1C(=O)C2CCCc3cccc1c32, CN(C)C=O, CC(C)OC(C)C, [H-], [Na+], O. Yields the product CN1C(=O)C2(CCCCBr)CCCc3cccc1c32. Reaction SMILES: [Br:17][CH2:18][CH2:19][CH2:20][CH2:21][Br:22].[CH3:1][N:2]1[C:3](=[O:14])[CH:4]2[c:5]3[c:6]([cH:7][cH:8][cH:9][c:10]31)[CH2:11][CH2:12][CH2:13]2.[CH3:30][N:31]([CH3:32])[CH:33]=[O:34].[CH:23]([O:24][CH:25]([CH3:26])[CH3:27])([CH3:28])[CH3:29].[H-:15].[Na+:16].[OH2:35]>>[CH3:1][N:2]1[C:3](=[O:14])[C:4]2([CH2:21][CH2:20][CH2:19][CH2:18][Br:17])[c:5]3[c:6]([cH:7][cH:8][cH:9][c:10]31)[CH2:11][CH2:12][CH2:13]2. The reactants are CC(=O)c1ccc2ncc(Cc3cc4cccnc4cc3F)n2n1, NNC(=O)Nc1ccccc1. Product: CC(=NNC(=O)Nc1ccccc1)c1ccc2ncc(Cc3cc4cccnc4cc3F)n2n1. RXN SMILES: [F:12][c:13]1[c:14]([CH2:23][c:24]2[cH:25][n:26][c:27]3[n:28]2[n:29][c:30]([C:33]([CH3:34])=[O:35])[cH:31][cH:32]3)[cH:15][c:16]2[cH:17][cH:18][cH:19][n:20][c:21]2[cH:22]1.[c:1]1([NH:7][C:8](=[O:9])[NH:10][NH2:11])[cH:2][cH:3][cH:4][cH:5][cH:6]1>>[c:1]1([NH:7][C:8](=[O:9])[NH:10][N:11]=[C:33]([c:30]2[n:29][n:28]3[c:24]([CH2:23][c:14]4[c:13]([F:12])[cH:22][c:21]5[c:16]([cH:15]4)[cH:17][cH:18][cH:19][n:20]5)[cH:25][n:26][c:27]3[cH:32][cH:31]2)[CH3:34])[cH:2][cH:3][cH:4][cH:5][cH:6]1.